Dataset: the Open Reaction Database (ORD), a public repository of structured organic reaction records. Task: describe an organic reaction: reactants, conditions, products, and yield Starting materials: O=C([O-])[O-], CI, CN(C)C=O, [Cs+], [Cs+], CC(C)CN(C(=O)c1nc2ccccc2[nH]1)C1CC(C(=O)N2CCOCC2)CN(C(=O)OC(C)(C)C)C1. The product is CC(C)CN(C(=O)c1nc2ccccc2n1C)C1CC(C(=O)N2CCOCC2)CN(C(=O)OC(C)(C)C)C1. As a reaction SMILES: [C:40](=[O:41])([O-:42])[O-:43].[CH3:38][I:39].[CH3:46][N:47]([CH3:48])[CH:49]=[O:50].[Cs+:44].[Cs+:45].[nH:1]1[c:2]([C:10](=[O:11])[N:12]([CH:13]2[CH2:14][N:15]([C:27](=[O:28])[O:29][C:30]([CH3:31])([CH3:32])[CH3:33])[CH2:16][CH:17]([C:19](=[O:20])[N:21]3[CH2:22][CH2:23][O:24][CH2:25][CH2:26]3)[CH2:18]2)[CH2:34][CH:35]([CH3:36])[CH3:37])[n:3][c:4]2[c:5]1[cH:6][cH:7][cH:8][cH:9]2>>[n:1]1([CH3:40])[c:2]([C:10](=[O:11])[N:12]([CH:13]2[CH2:14][N:15]([C:27](=[O:28])[O:29][C:30]([CH3:31])([CH3:32])[CH3:33])[CH2:16][CH:17]([C:19](=[O:20])[N:21]3[CH2:22][CH2:23][O:24][CH2:25][CH2:26]3)[CH2:18]2)[CH2:34][CH:35]([CH3:36])[CH3:37])[n:3][c:4]2[c:5]1[cH:6][cH:7][cH:8][cH:9]2.